describe an organic reaction: reactants, conditions, products, and yield From a dataset of the Open Reaction Database (ORD), a public repository of structured organic reaction records. Starting materials: NC1=C(C=C(C(=O)N2CCN(CC2)CC=2C=C(C(=O)NC(C)(C)C)C=CC2)C=C1)C (3-((4-(4-amino-3-methylbenzoyl)piperazin-1-yl)methyl)-N-tert-butylbenzamide), 4-nitrophenylchloroformate, CC(CN)(C)C (2,2-dimethylpropan-1-amine). Run in ClCCl (dichloromethane). Run at time 1 hour. Product: C(C)(C)(C)NC(C1=CC(=CC=C1)CN1CCN(CC1)C(C1=CC(=C(C=C1)NC(=O)NCC(C)(C)C)C)=O)=O (N-tert-Butyl-3-((4-(3-methyl-4-(3-neopentylureido)benzoyl)piperazin-1-yl)methyl)benzamide). Yield: 14.4%. As a reaction SMILES: [NH2:1][C:2]1[CH:29]=[CH:28][C:5]([C:6]([N:8]2[CH2:13][CH2:12][N:11]([CH2:14][C:15]3[CH:16]=[C:17]([CH:25]=[CH:26][CH:27]=3)[C:18]([NH:20][C:21]([CH3:24])([CH3:23])[CH3:22])=[O:19])[CH2:10][CH2:9]2)=[O:7])=[CH:4][C:3]=1[CH3:30].C1C([N+]([O-])=O)=CC=C([Cl-][C:41]([O-])=[O:42])C=1.[CH3:44][C:45]([CH3:49])([CH3:48])[CH2:46][NH2:47]>ClCCl>[C:21]([NH:20][C:18](=[O:19])[C:17]1[CH:25]=[CH:26][CH:27]=[C:15]([CH2:14][N:11]2[CH2:12][CH2:13][N:8]([C:6](=[O:7])[C:5]3[CH:28]=[CH:29][C:2]([NH:1][C:41]([NH:47][CH2:46][C:45]([CH3:49])([CH3:48])[CH3:44])=[O:42])=[C:3]([CH3:30])[CH:4]=3)[CH2:9][CH2:10]2)[CH:16]=1)([CH3:24])([CH3:23])[CH3:22]. Procedure: To a stirred solution of 3-((4-(4-amino-3-methylbenzoyl)piperazin-1-yl)methyl)-N-tert-butylbenzamide (0.153 mmols 62.5 mg) in dichloromethane (2 mL) was added 4-nitrophenylchloroformate (0,153 mmol, 30.8 mg). After 1 hour stirring, 2,2-dimethylpropan-1-amine (0.306 mmol, 26.7 mg) was added and stirring continued for 1 hour. The reaction was concentrated under vacuum and the residue dissolved in methanol (1 mL). Purification by basic reverse phase HPLC gave the title compound (11.5 mg). Procedure: This compound is prepared analogously to N-{(1S,2R,3S,4R)-4-[2-((R)-3-amino-pyrrolidin-1-yl)-6-(2,2-diphenyl-ethylamino)-purin-9-yl]-2,3-dihydroxy-cyclopentyl}-2-benzyloxy-acetamide trifluoroacetate Example 1 (Step 2) by replacing 2-benzyloxy-N-{(1S,2R,3S,4R)-4-[2-chloro-6-(2,2-diphenyl-ethylamino)-purin-9-yl]-2,3-dihydroxy-cyclopentyl}-acetamide with N-{(1S,2R,3S,4R)-4-[2-chloro-6-(2,2-diphenyl-ethylamino)-purin-9-yl]-2,3-dihydroxy-cyclopentyl}-propionamide (Intermediate J) and by replacing (3R... Reactants: FC(C(=O)O)(F)F.N[C@H]1CN(CC1)C1=NC(=C2N=CN(C2=N1)[C@H]1[C@@H]([C@@H]([C@H](C1)NC(COCC1=CC=CC=C1)=O)O)O)NCC(C1=CC=CC=C1)C1=CC=CC=C1 (N-{(1S,2R,3S,4R)-4-[2-((R)-3-amino-pyrrolidin-1-yl)-6-(2,2-diphenyl-ethylamino)-purin-9-yl]-2,3-dihydroxy-cyclopentyl}-2-benzyloxy-acetamide trifluoroacetate), N1(CCC(CC1)N)C1=NC=CC=C1 (3,4,5,6-tetrahydro-2H-[1,2′]bipyridinyl-4-ylamine), ClC1=NC(=C2N=CN(C2=N1)[C@H]1[C@@H]([C@@H]([C@H](C1)NC(CC)=O)O)O)NCC(C1=CC=CC=C1)C1=CC=CC=C1 (N-{(1S,2R,3S,4R)-4-[2-chloro-6-(2,2-diphenyl-ethylamino)-purin-9-yl]-2,3-dihydroxy-cyclopentyl}-propionamide), ClC1=NC(=C2N=CN(C2=N1)[C@H]1[C@@H]([C@@H]([C@H](C1)NC(CC)=O)O)O)NCC(C1=CC=CC=C1)C1=CC=CC=C1 (N-{(1S,2R,3S,4R)-4-[2-chloro-6-(2,2-diphenyl-ethylamino)-purin-9-yl]-2,3-dihydroxy-cyclopentyl}-propionamide). As a reaction SMILES: [F:1][C:2]([F:7])([F:6])[C:3]([OH:5])=[O:4].N[C@@H]1CCN(C2N=C3C(N=CN3[C@@H]3C[C@H](NC(=O)COCC4C=CC=CC=4)[C@@H](O)[C@H]3O)=C(NCC(C3C=CC=CC=3)C3C=CC=CC=3)N=2)C1.Cl[C:58]1[N:66]=[C:65]2[C:61]([N:62]=[CH:63][N:64]2[C@@H:67]2[CH2:71][C@H:70]([NH:72][C:73](=[O:76])[CH2:74][CH3:75])[C@@H:69]([OH:77])[C@H:68]2[OH:78])=[C:60]([NH:79][CH2:80][CH:81]([C:88]2[CH:93]=[CH:92][CH:91]=[CH:90][CH:89]=2)[C:82]2[CH:87]=[CH:86][CH:85]=[CH:84][CH:83]=2)[N:59]=1.[N:94]1([C:101]2[CH:106]=[CH:105][CH:104]=[CH:103][N:102]=2)[CH2:99][CH2:98][CH:97]([NH2:100])[CH2:96][CH2:95]1>>[F:1][C:2]([F:7])([F:6])[C:3]([OH:5])=[O:4].[C:82]1([CH:81]([C:88]2[CH:93]=[CH:92][CH:91]=[CH:90][CH:89]=2)[CH2:80][NH:79][C:60]2[N:59]=[C:58]([NH:100][CH:97]3[CH2:98][CH2:99][N:94]([C:101]4[CH:106]=[CH:105][CH:104]=[CH:103][N:102]=4)[CH2:95][CH2:96]3)[N:66]=[C:65]3[C:61]=2[N:62]=[CH:63][N:64]3[C@@H:67]2[CH2:71][C@H:70]([NH:72][C:73](=[O:76])[CH2:74][CH3:75])[C@@H:69]([OH:77])[C@H:68]2[OH:78])[CH:87]=[CH:86][CH:85]=[CH:84][CH:83]=1 |f:0.1,4.5|. The product is FC(C(=O)O)(F)F.C1(=CC=CC=C1)C(CNC1=C2N=CN(C2=NC(=N1)NC1CCN(CC1)C1=NC=CC=C1)[C@H]1[C@@H]([C@@H]([C@H](C1)NC(CC)=O)O)O)C1=CC=CC=C1 (N-{(1S,2R,3S,4R)-4-[6-(2,2-diphenyl-ethylamino)-2-(3,4,5,6-tetrahydro-2H-[1,2]bipyridinyl-4-ylamino)-purin-9-yl}-2,3-dihydroxy-cyclopentyl]-propionamide trifluoroacetate). Procedure: Title compound was prepared according to the method employed to prepare 3-[5-(4-Bromo-phenyl)-1H-imidazol-2-yl]-2-aza-bicyclo[2.2.1]heptane-2-carboxylic acid tert-butyl ester (Example AS), substituting 642-(6-Bromo-naphthalen-2-yl)-2-oxo-ethylcarbamoyl]-5-aza-spiro[2.4]heptane-5-carboxylic acid benzyl ester for 3-[2-(4-bromo-phenyl)-2-oxo-ethylcarbamoyl]-2-aza-bicyclo[2.2.1]heptane-2-carboxylic acid tert-butyl ester. RXN SMILES: C(OC(N1C([C:14]2[NH:15][C:16]([C:19]3[CH:24]=[CH:23][C:22](Br)=[CH:21][CH:20]=3)=[CH:17][N:18]=2)C2CC1CC2)=O)(C)(C)C.[CH2:27]([O:34][C:35]([N:37]1[CH2:43][CH2:42][C:39]2([CH2:41][CH2:40]2)[CH2:38]1)=[O:36])[C:28]1[CH:33]=[CH:32][CH:31]=[CH:30][CH:29]=1.C(OC(N1C(C(=O)NCC(C2C=[CH:66][C:65]([Br:68])=[CH:64][CH:63]=2)=O)C2CC1CC2)=O)(C)(C)C>>[CH2:27]([O:34][C:35]([N:37]1[CH:43]([C:14]2[NH:15][C:16]([C:19]3[CH:20]=[CH:21][C:22]4[C:23](=[CH:63][CH:64]=[C:65]([Br:68])[CH:66]=4)[CH:24]=3)=[CH:17][N:18]=2)[CH2:42][C:39]2([CH2:41][CH2:40]2)[CH2:38]1)=[O:36])[C:28]1[CH:29]=[CH:30][CH:31]=[CH:32][CH:33]=1. Product: C(C1=CC=CC=C1)OC(=O)N1CC2(CC2)CC1C=1NC(=CN1)C1=CC2=CC=C(C=C2C=C1)Br (6-[5-(6-Bromo-naphthalen-2-yl)-1H-imidazol-2-yl]-5-aza-spiro[2.4]heptane-5-carboxylic acid benzyl ester). The reactants are C(C)(C)(C)OC(=O)N1C2CCC(C1C=1NC(=CN1)C1=CC=C(C=C1)Br)C2 (3-[5-(4-Bromo-phenyl)-1H-imidazol-2-yl]-2-aza-bicyclo[2.2.1]heptane-2-carboxylic acid tert-butyl ester), C(C1=CC=CC=C1)OC(=O)N1CC2(CC2)CC1 (5-aza-spiro[2.4]heptane-5-carboxylic acid benzyl ester), C(C)(C)(C)OC(=O)N1C2CCC(C1C(NCC(=O)C1=CC=C(C=C1)Br)=O)C2 (3-[2-(4-bromo-phenyl)-2-oxo-ethylcarbamoyl]-2-aza-bicyclo[2.2.1]heptane-2-carboxylic acid tert-butyl ester). The reactants are Br (HBr), Br (HBr), CC1=C(N=C(O1)C1=CC=CC=C1)CCOC1=CC=CC2=CC=CC=C12 (5-Methyl-4-[2-(naphthalen-1-yloxy)-ethyl]-2-phenyl-oxazole), O1OOCCC1 (trioxane). Solvent: C(Cl)Cl (CH2Cl2), C(Cl)Cl (CH2Cl2). Conditions: time 2 hour. Yields the product BrCC1=CC=C(C2=CC=CC=C12)OCCC=1N=C(OC1C)C1=CC=CC=C1 (4-[2-(4-Bromomethyl-naphthalen-1-yloxy)-ethyl]-5-methyl-2-phenyl-oxazole). As a reaction SMILES: [CH3:1][C:2]1[O:6][C:5]([C:7]2[CH:12]=[CH:11][CH:10]=[CH:9][CH:8]=2)=[N:4][C:3]=1[CH2:13][CH2:14][O:15][C:16]1[C:25]2[C:20](=[CH:21][CH:22]=[CH:23][CH:24]=2)[CH:19]=[CH:18][CH:17]=1.[BrH:26].O1CC[CH2:30]OO1>C(Cl)Cl>[Br:26][CH2:30][C:19]1[C:20]2[C:25](=[CH:24][CH:23]=[CH:22][CH:21]=2)[C:16]([O:15][CH2:14][CH2:13][C:3]2[N:4]=[C:5]([C:7]3[CH:12]=[CH:11][CH:10]=[CH:9][CH:8]=3)[O:6][C:2]=2[CH3:1])=[CH:17][CH:18]=1. Procedure: 0.494 g of 5-Methyl-4-[2-(naphthalen-1-yloxy)-ethyl]-2-phenyl-oxazole (1.50 mmol) was dissolved under argon atmosphere in 6 ml of CH2Cl2 and cooled down to 0°. 0.455 ml of 62% aq. HBr was added, followed by 58 mg of trioxane (0.644 mmol, 1.29 eq.). After 2 h, additional 0.455 ml of 62% aq. HBr was added and stirring continued for totally 5 h under strict temperature control. The reaction mixture was then diluted with CH2Cl2, washed with sat. NaHCO3-sol., the aqueous layer extracted once more wit... Starting materials: ClC=1C=C(C=C(C1)Cl)NCC(=O)N1CC(CCCC1)N(C=1C2=C(N=CN1)NC=C2)C (2-(3,5-dichloro-phenylamino)-1-{3-[methyl-(7H-pyrrolo[2,3-d]pyrimidin-4-yl)-amino]-azepan-1-yl}-ethanone), CO (MeOH). The solvent is C(Cl)Cl (CH2Cl2). Product: ClC=1C=C(C=C(C1)Cl)NCC(=O)N1CC(C1)N(C=1C2=C(N=CN1)NC=C2)C (2-(3,5-dichlorophenylamino)-1-(3-(methyl(7H-pyrrolo[2,3-d]pyrimidin-4-yl)amino)azetidin-1-yl)ethanone). The yield is 23.0%. As a reaction SMILES: [Cl:1][C:2]1[CH:3]=[C:4]([NH:9][CH2:10][C:11]([N:13]2[CH2:19]CCC[CH:15]([N:20]([CH3:30])[C:21]3[C:22]4[CH:29]=[CH:28][NH:27][C:23]=4[N:24]=[CH:25][N:26]=3)[CH2:14]2)=[O:12])[CH:5]=[C:6]([Cl:8])[CH:7]=1.CO>C(Cl)Cl>[Cl:8][C:6]1[CH:5]=[C:4]([NH:9][CH2:10][C:11]([N:13]2[CH2:14][CH:15]([N:20]([CH3:30])[C:21]3[C:22]4[CH:29]=[CH:28][NH:27][C:23]=4[N:24]=[CH:25][N:26]=3)[CH2:19]2)=[O:12])[CH:3]=[C:2]([Cl:1])[CH:7]=1. Procedure: A similar procedure was used as describe for the synthesis of 2-(3,5-dichloro-phenylamino)-1-{3-[methyl-(7H-pyrrolo[2,3-d]pyrimidin-4-yl)-amino]-azepan-1-yl}-ethanone to give a residue that was subjected to column chromatography (silica gel, gradient MeOH in CH2Cl2) to afford (10 mg, 23%) the titled compound. 1H NMR (DMSO-d6, 400 MHz): 11.88 (bs, 1H), 8.18 (s, 1H), 7.22 (d, J=4.0 Hz, 1H), 6.66 (s, 2H), 6.60 (s, 1H), 6.50-6.22 (m, 1H), 5.58-5.42 (m, 1H), 4.54 (t, J=8.0 Hz, 2H), 4.40-4.28 (m, 1H),... Reactants: NC(=CC#N)C(C#N)(C)C (3-Amino-4,4-dimethyl-pent-2-endinitrile), NO.Cl (NH2OH.HCl). The solvent is CO (MeOH). Reaction conditions: temperature 40 celsius, time 7 hour. Yields the product NC1=CC(=NO1)C(C#N)(C)C (2-(5-Amino-isoxazol-3-yl)-2-methyl-propionitrile). The yield is 66.2%. As a reaction SMILES: [NH2:1][C:2]([C:6]([CH3:10])([CH3:9])[C:7]#[N:8])=[CH:3][C:4]#[N:5].N[OH:12].Cl>CO>[NH2:5][C:4]1[O:12][N:1]=[C:2]([C:6]([CH3:10])([CH3:9])[C:7]#[N:8])[CH:3]=1 |f:1.2|. Procedure details: To 3-Amino-4,4-dimethyl-pent-2-endinitrile (10.0 g, 74 mmol) in MeOH (150 mL) is added NH2OH.HCl (10.0 g, 144 mmol). The mixture is stirred at 40° C. for 7 h, concentrated, suspended in isopropyl acetate (100 mL) and washed with 4 N aq. NaOH (2×100 mL) and brine (50 mL). The extracted org. layer is concentrated to provide 7.40 g of 2-(5-Amino-isoxazol-3-yl)-2-methyl-propionitrile. Yield: 66%; ESI-MS: 152 [M+H]+; 1H-NMR (DMSO-d6): 1.6, 5.1, 6.8 ppm. Reactants: ClCCC(C(=O)NC1=CC(=NO1)C(C)(C)C)C (4-chloro-N-[3-(1,1-dimethylethyl)-5-isoxazolyl]-2-methylbutanamide), [OH-].[K+] (potassium hydroxide). Run in C(C)O (ethanol), O (water), O (water). The product is CC(C)(C)C1=NOC(=C1)N1C(C(CC1)C)=O (1-[3-(1,1-dimethylethyl)-5-isoxazolyl]-3-methyl-2-pyrrolidinone). Isolated yield 87.3%. Reaction SMILES: Cl[CH2:2][CH2:3][CH:4]([CH3:17])[C:5]([NH:7][C:8]1[O:12][N:11]=[C:10]([C:13]([CH3:16])([CH3:15])[CH3:14])[CH:9]=1)=[O:6].[OH-].[K+]>O.C(O)C>[CH3:14][C:13]([C:10]1[CH:9]=[C:8]([N:7]2[CH2:2][CH2:3][CH:4]([CH3:17])[C:5]2=[O:6])[O:12][N:11]=1)([CH3:16])[CH3:15] |f:1.2|. Procedure details: Two grams of 4-chloro-N-[3-(1,1-dimethylethyl)-5-isoxazolyl]-2-methylbutanamide was added by portion to a stirring solution of 0.6 g of powdered potassium hydroxide dissolved in 2 ml of water and 5 ml of ethanol. The reaction mixture was heated to reflux for 15 minutes, cooled and poured into 20 ml of water. The precipitated solid was collected by filtration to afford 1.5 g of 1-[3-(1,1-dimethylethyl)-5-isoxazolyl]-3-methyl-2-pyrrolidinone. Yield 87%. mp 73°-75° C.